This data is from the Open Reaction Database (ORD), a public repository of structured organic reaction records. The task is: describe an organic reaction: reactants, conditions, products, and yield Reactants: Cl (HCl), [Li+].[OH-] (LiOH), C(#N)C=1C=C(C(=O)OC)C=C(N1)CC (methyl 2-cyano-6-ethylisonicotinate). Solvent: O (water), CO (MeOH), C1CCOC1 (THF), O (H2O). Run at temperature 2.5 celsius, time 30 minute. Yields the product C(C)C1=NC(=CC(=C1)C(=O)O)C#N (2-ethyl-6-cyano-4-pyridinecarboxylic acid). As a reaction SMILES: [C:1]([C:3]1[CH:4]=[C:5]([CH:10]=[C:11]([CH2:13][CH3:14])[N:12]=1)[C:6]([O:8]C)=[O:7])#[N:2].[Li+].[OH-].Cl>C1COCC1.CO.O>[CH2:13]([C:11]1[CH:10]=[C:5]([C:6]([OH:8])=[O:7])[CH:4]=[C:3]([C:1]#[N:2])[N:12]=1)[CH3:14] |f:1.2|. Procedure details: Under N2, methyl 2-cyano-6-ethylisonicotinate (0.233 g, 1.23 mmol, Eq: 1.00) was diluted in THF (12.1 ml) and MeOH (1.46 ml). At 2-3° C., 1M LiOH in water (1.53 ml, 1.53 mmol, Eq: 1.25) was added dropwise (over 3 min) The RM was stirred at 2-3° C. for 30 minutes. Control with TLC: the reaction was finished. The reaction mixture was acidified with 1M HCl. The mixture was diluted with H2O and extracted with EtOAc. The organic phase was dried over MgSO4; filtered; concentrated in vacuo. White solid... Reactants: N,N′-Carbonyldiimidazole, COC1=CC(=C(C(=C1)C)S(=O)(=O)N1C(CCC1)COCC(=O)O)C (2-((1-(4-methoxy-2,6-dimethylphenylsulfonyl)pyrrolidin-2-yl)methoxy)acetic acid), N1=CC(=CC=C1)C1(CCNCC1)O (4-(pyridin-3-yl)piperidin-4-ol), C([O-])(O)=O.[Na+] (sodium bicarbonate), OC1(CCN(CC1)C(COCC1N(CCC1)S(=O)(=O)C1=C(C=C(C=C1C)OC)C)=O)C=1C=NC=CC1 (1-(4-Hydroxy-4-(pyridin-3-yl)piperidin-1-yl)-2-((1-(4-methoxy-2,6-dimethylphenylsulfonyl)pyrrolidin-2-yl)methoxy)ethanone), Cl[Si](C)(C)C (chlorotrimethylsilane). Run in C(Cl)Cl (methylene chloride), C(C)OCC (Diethyl ether), C(Cl)Cl (methylene chloride), C(C)C(=O)C.C(C)OCC (methyl ethyl ketone diethyl ether). Run at time 1 hour. Yields the product Cl.OC1(CCN(CC1)C(COCC1N(CCC1)S(=O)(=O)C1=C(C=C(C=C1C)OC)C)=O)C=1C=NC=CC1 (1-(4-Hydroxy-4-(pyridin-3-yl)piperidin-1-yl)-2-((1-(4-methoxy-2,6-dimethylphenylsulfonyl)pyrrolidin-2-yl)methoxy)ethanone hydrochloride). RXN SMILES: COC1C=C(C)C(S(N2CCCC2COCC(O)=O)(=O)=O)=C(C)C=1.N1C=CC=C(C2(O)CCNCC2)C=1.C(=O)(O)[O-].[Na+].[OH:43][C:44]1([C:73]2[CH:74]=[N:75][CH:76]=[CH:77][CH:78]=2)[CH2:49][CH2:48][N:47]([C:50](=[O:72])[CH2:51][O:52][CH2:53][CH:54]2[CH2:58][CH2:57][CH2:56][N:55]2[S:59]([C:62]2[C:67]([CH3:68])=[CH:66][C:65]([O:69][CH3:70])=[CH:64][C:63]=2[CH3:71])(=[O:61])=[O:60])[CH2:46][CH2:45]1.[Cl:79][Si](C)(C)C>C(Cl)Cl.C(C(C)=O)C.C(OCC)C.C(OCC)C>[ClH:79].[OH:43][C:44]1([C:73]2[CH:74]=[N:75][CH:76]=[CH:77][CH:78]=2)[CH2:45][CH2:46][N:47]([C:50](=[O:72])[CH2:51][O:52][CH2:53][CH:54]2[CH2:58][CH2:57][CH2:56][N:55]2[S:59]([C:62]2[C:67]([CH3:68])=[CH:66][C:65]([O:69][CH3:70])=[CH:64][C:63]=2[CH3:71])(=[O:60])=[O:61])[CH2:48][CH2:49]1 |f:2.3,7.8,10.11|. Procedure details: N,N′-Carbonyldiimidazole (71 mg, 0.441 mmol) was added to a solution of 2-((1-(4-methoxy-2,6-dimethylphenylsulfonyl)pyrrolidin-2-yl)methoxy)acetic acid (acid unit S27) (150 mg, 0.420 mmol) in methylene chloride (7 ml) and the mixture was stirred for 1 h at room temperature. A solution of 4-(pyridin-3-yl)piperidin-4-ol (A2) (74 mg, 0.420 mmol) in methylene chloride (3 ml) was subsequently added and the reaction mixture was stirred for 15 h at room temperature. Thereafter, saturated sodium bicarbo... The reactants are ClC1=NC=CC(=C1)C(F)(F)F (2-chloro-4-trifluoromethylpyridine), C(C)OC(=C)[Sn](CCCC)(CCCC)CCCC ((1-ethoxyvinyl)tri-n-butyltin), [F-].[K+] (potassium fluoride), aqueous solution. Reagents/catalysts: Cl[Pd]([P](C1=CC=CC=C1)(C2=CC=CC=C2)C3=CC=CC=C3)([P](C4=CC=CC=C4)(C5=CC=CC=C5)C6=CC=CC=C6)Cl (bis(triphenylphosphine)palladium(II) chloride). Run in CN(C)C=O (DMF). Conditions: time 1 hour. The product is C(C)OC(=C)C1=NC=CC(=C1)C(F)(F)F (1-ethoxy-1-(4-trifluoromethylpyrid-2-yl)-ethylene). Isolated yield 39.1%. RXN SMILES: Cl[C:2]1[CH:7]=[C:6]([C:8]([F:11])([F:10])[F:9])[CH:5]=[CH:4][N:3]=1.[CH2:12]([O:14][C:15]([Sn](CCCC)(CCCC)CCCC)=[CH2:16])[CH3:13].[F-].[K+]>CN(C=O)C.Cl[Pd](Cl)([P](C1C=CC=CC=1)(C1C=CC=CC=1)C1C=CC=CC=1)[P](C1C=CC=CC=1)(C1C=CC=CC=1)C1C=CC=CC=1>[CH2:15]([O:14][C:12]([C:2]1[CH:7]=[C:6]([C:8]([F:11])([F:10])[F:9])[CH:5]=[CH:4][N:3]=1)=[CH2:13])[CH3:16] |f:2.3,^1:39,58|. Reported procedure: A solution of 2-chloro-4-trifluoromethylpyridine (3.33 g), (1-ethoxyvinyl)tri-n-butyltin (5.95 g) and bis(triphenylphosphine)palladium(II) chloride (0.4 g) in DMF (40 ml) was heated at 70° C. for 16 hours. The reaction mixture was cooled to room temperature, potassium fluoride (60 ml of a 10% aqueous solution) was added and the resulting mixture was stirred for 1 hour then filtered through Hyflo supercel filter aid which was rinsed through with ether. The filtrate was extracted with ether (×2) a... The reactants are OC1=C(C=CC=C1)C(C)=O (2′-hydroxyacetophenone), CC(=O)C (acetone), N1CCCC1 (pyrrolidine). Run in CO (methanol). Product: CC1(OC2=CC=CC=C2C(C1)=O)C (2,2-dimethylchroman-4-one). Reaction SMILES: [OH:1][C:2]1[CH:7]=[CH:6][CH:5]=[CH:4][C:3]=1[C:8](=[O:10])[CH3:9].[CH3:11][C:12]([CH3:14])=O.N1CCCC1>CO>[CH3:11][C:12]1([CH3:14])[CH2:9][C:8](=[O:10])[C:3]2[C:2](=[CH:7][CH:6]=[CH:5][CH:4]=2)[O:1]1. Procedure details: A solution of 2′-hydroxyacetophenone (5.0 mL), acetone (4.7 mL), and pyrrolidine (5.4 mL) in 150 mL of methanol was stirred for 66 hours. The mixture was concentrated and treated with aqueous HCl (pH<1). The acidic layer was extracted twice with ethyl ether, which was dried and concentrated to provide 2,2-dimethylchroman-4-one. The 2,2-dimethylchroman-4-one was dissolved in 300 mL of methanol and treated with ammonium acetate (65 g) and sodium cyanoborohydride (2.5 g) for 24 hours. The resulting... Starting materials: solution, C[O-].[Na+] (sodium methanolate), CO (methanol), IC1=C2N=C(C(=NC2=CC(=C1)Cl)Cl)Cl (5-iodo-2,3,7-trichloro-quinoxaline), CO (methanol). Run at temperature 0 celsius, time 18 hour. The product is ClC1=CC(=C2N=C(C(=NC2=C1)OC)OC)I (7-chloro-2,3-dimethoxy-5-iodo-quinoxaline). Isolated yield 48.8%. As a reaction SMILES: [I:1][C:2]1[CH:11]=[C:10]([Cl:12])[CH:9]=[C:8]2[C:3]=1[N:4]=[C:5](Cl)[C:6](Cl)=[N:7]2.[CH3:15][O-:16].[Na+].[CH3:18][OH:19]>>[Cl:12][C:10]1[CH:9]=[C:8]2[C:3]([N:4]=[C:5]([O:19][CH3:18])[C:6]([O:16][CH3:15])=[N:7]2)=[C:2]([I:1])[CH:11]=1 |f:1.2|. Procedure details: 205 g (0.828 mol) of 5-iodo-2,3,7-trichloro-quinoxaline are placed in 2255 ml of methanol at room temperature, and 463.9 ml of an approximately 5.4 molar solution of sodium methanolate in methanol are added. The reaction mixture is then heated to reflux and stirred for 18 hours. The reaction mixture is cooled to 0° C. and the suspension is filtered with suction. The filter residue is then washed with methanol and dried in vacuo at 60° C., and the crude product is purified by means of continuous ...